From a dataset of the Open Reaction Database (ORD), a public repository of structured organic reaction records. describe an organic reaction: reactants, conditions, products, and yield Starting materials: C(=O)(Cl)Cl (phosgene), C1(CCC1)C1=NN=C(S1)N (5-cyclobutyl-2-amino-1,3,4-thiadiazole). Solvent: C(C)(=O)OCC (ethyl acetate), C(C)(=O)OCC (ethyl acetate). Run at time 16 hour. Yields the product C1(CCC1)C1=NN=C(S1)N=C=O (5-cyclobutyl-1,3,4-thiadiazol-2-yl isocyanate). As a reaction SMILES: [C:1](Cl)(Cl)=[O:2].[CH:5]1([C:9]2[S:13][C:12]([NH2:14])=[N:11][N:10]=2)[CH2:8][CH2:7][CH2:6]1>C(OCC)(=O)C>[CH:5]1([C:9]2[S:13][C:12]([N:14]=[C:1]=[O:2])=[N:11][N:10]=2)[CH2:8][CH2:7][CH2:6]1. Procedure details: A saturated solution of phosgene in ethyl acetate (100 ml) is charged into a glass reaction vessel equipped with a mechanical stirrer. A slurry of 5-cyclobutyl-2-amino-1,3,4-thiadiazole (45 grams) in ethyl acetate (300 ml) is added to the reaction vessel, and the resulting mixture is stirred for a period of about 16 hours, resulting in the formation of a precipitate. The reaction mixture is then purged with nitrogen gas to remove unreacted phosgene. The purged mixture is then filtered to recover... Reactants: CC#N, CCN(C(C)C)C(C)C, NC1Cc2cc(-c3ccccc3)cnc2N(Cc2ccccc2)C1=O, O=S(=O)(Cl)c1ccccc1. Product: O=C1C(NS(=O)(=O)c2ccccc2)Cc2cc(-c3ccccc3)cnc2N1Cc1ccccc1. Reaction SMILES: [CH3:45][C:46]#[N:47].[CH:26]([N:27]([CH2:28][CH3:29])[CH:30]([CH3:31])[CH3:32])([CH3:33])[CH3:34].[NH2:1][CH:2]1[C:3](=[O:25])[N:4]([CH2:18][c:19]2[cH:20][cH:21][cH:22][cH:23][cH:24]2)[c:5]2[n:6][cH:7][c:8](-[c:12]3[cH:13][cH:14][cH:15][cH:16][cH:17]3)[cH:9][c:10]2[CH2:11]1.[c:35]1([S:41](=[O:42])(=[O:43])[Cl:44])[cH:36][cH:37][cH:38][cH:39][cH:40]1>>[NH:1]([CH:2]1[C:3](=[O:25])[N:4]([CH2:18][c:19]2[cH:20][cH:21][cH:22][cH:23][cH:24]2)[c:5]2[n:6][cH:7][c:8](-[c:12]3[cH:13][cH:14][cH:15][cH:16][cH:17]3)[cH:9][c:10]2[CH2:11]1)[S:41]([c:35]1[cH:36][cH:37][cH:38][cH:39][cH:40]1)(=[O:42])=[O:43].